From a dataset of the Open Reaction Database (ORD), a public repository of structured organic reaction records. describe an organic reaction: reactants, conditions, products, and yield Reactants: FC(C(F)(F)F)(F)P(OCC#C)(=O)C(C(F)(F)F)(F)F (Propargyl bis(pentafluoroethyl)phosphinate), CN1C=NC=C1 (N-methylimidazole). Run at time 1.5 hour. The product is FC(C(F)(F)F)(F)P([O-])(=O)C(C(F)(F)F)(F)F.C(C#C)[N+]1=CN(C=C1)C (1-propargyl-3-methylimidazolium bis(pentafluoroethyl)phosphinate), [CH≡CCH2MIM][(C2F5)2P(O)O]. Yield: 99.0%. RXN SMILES: [F:1][C:2]([P:8]([C:14]([F:20])([F:19])[C:15]([F:18])([F:17])[F:16])(=[O:13])[O:9][CH2:10][C:11]#[CH:12])([F:7])[C:3]([F:6])([F:5])[F:4].[CH3:21][N:22]1[CH:26]=[CH:25][N:24]=[CH:23]1>>[F:7][C:2]([P:8]([C:14]([F:19])([F:20])[C:15]([F:18])([F:17])[F:16])(=[O:9])[O-:13])([F:1])[C:3]([F:6])([F:5])[F:4].[CH2:10]([N+:24]1[CH:25]=[CH:26][N:22]([CH3:21])[CH:23]=1)[C:11]#[CH:12] |f:2.3|. Procedure details: Propargyl bis(pentafluoroethyl)phosphinate (11.18 g; 32.9 mmol) is slowly added dropwise to cooled (0° C.) N-methylimidazole (2.22 g; 27.1 mmol) in a 100 ml glass flask. In an exothermic reaction, an orange solid is formed, which is warmed and stirred at room temperature for 1.5 h. After drying in vacuo (10−3 mbar) at room temperature, 1-propargyl-3-methylimidazolium bis(pentafluoroethyl)phosphinate, [CH≡CCH2MIM][(C2F5)2P(O)O], (11.14 g; 26.3 mmol) is isolated as pale-orange solid in a yield of ... RXN SMILES: [CH2:1]([N:8]1[CH2:13][CH2:12][C:11]([CH2:24][C:25]([O:27][CH2:28][CH3:29])=[O:26])(C(OCC2C=CC=CC=2)=O)[C:10](=[O:30])[CH2:9]1)[C:2]1[CH:7]=[CH:6][CH:5]=[CH:4][CH:3]=1.[H][H]>CCOC(C)=O.[Pd]>[CH2:1]([N:8]1[CH2:13][CH2:12][CH:11]([CH2:24][C:25]([O:27][CH2:28][CH3:29])=[O:26])[C:10](=[O:30])[CH2:9]1)[C:2]1[CH:3]=[CH:4][CH:5]=[CH:6][CH:7]=1. Reported procedure: A mixture of benzyl 1-benzyl-4-(2-ethoxy-2-oxoethyl)-3-oxopiperidine-4-carboxylate (18.5 g, 45.2 mmol) and 10% palladium-on-carbon (1.5 g) in EtOAc (50 ml) is treated with 15 psi of hydrogen for 2 hours. The reaction mixture is filtered through a celite pad, washing with EtOAc (100 ml). The combined filtrate is concentrated in vacuo to afford the title compound. Reagents/catalysts: [Pd] (palladium-on-carbon). Product: C(C1=CC=CC=C1)N1CC(C(CC1)CC(=O)OCC)=O (ethyl (1-benzyl-3-oxopiperidin-4-yl)acetate). Run in CCOC(=O)C (EtOAc). Reactants: C(C1=CC=CC=C1)N1CC(C(CC1)(C(=O)OCC1=CC=CC=C1)CC(=O)OCC)=O (benzyl 1-benzyl-4-(2-ethoxy-2-oxoethyl)-3-oxopiperidine-4-carboxylate), [H][H] (hydrogen). Starting materials: O=CO, COc1ccc(C(C)C)cc1-c1ccc(C(F)(F)F)cc1CNCc1cc(C(F)(F)F)cc(C(F)(F)F)c1, [Na+], O=C([O-])O. The product is COc1ccc(C(C)C)cc1-c1ccc(C(F)(F)F)cc1CN(C=O)Cc1cc(C(F)(F)F)cc(C(F)(F)F)c1. As a reaction SMILES: [CH:44]([OH:45])=[O:46].[F:1][C:2]([c:3]1[cH:4][c:5]([CH2:6][NH:7][CH2:8][c:9]2[c:10](-[c:19]3[c:20]([O:28][CH3:29])[cH:21][cH:22][c:23]([CH:25]([CH3:26])[CH3:27])[cH:24]3)[cH:11][cH:12][c:13]([C:15]([F:16])([F:17])[F:18])[cH:14]2)[cH:30][c:31]([C:33]([F:34])([F:35])[F:36])[cH:32]1)([F:37])[F:38].[Na+:43].[O-:39][C:40]([OH:41])=[O:42]>>[F:1][C:2]([c:3]1[cH:4][c:5]([CH2:6][N:7]([CH2:8][c:9]2[c:10](-[c:19]3[c:20]([O:28][CH3:29])[cH:21][cH:22][c:23]([CH:25]([CH3:26])[CH3:27])[cH:24]3)[cH:11][cH:12][c:13]([C:15]([F:16])([F:17])[F:18])[cH:14]2)[CH:40]=[O:39])[cH:30][c:31]([C:33]([F:34])([F:35])[F:36])[cH:32]1)([F:37])[F:38]. Starting materials: C(C)C=1C(NC(NC1SC1=CC(=CC(=C1)C)C)=O)=O (5-Ethyl-6-(3,5-dimethylphenyl)thio-2,4-pyrimidinedione), COC=1C=C(CBr)C=C(C1)OC (3,5-dimethoxybenzyl bromide). The product is COC=1C=C(CN2C(NC(C(=C2SC2=CC(=CC(=C2)C)C)CC)=O)=O)C=C(C1)OC (1-(3,5-Dimethoxybenzyl)-5-ethyl-6-(3,5-dimethylphenyl)thio-2,4-pyrimidinedione). Yield: 59.1%. As a reaction SMILES: [CH2:1]([C:3]1[C:4](=[O:19])[NH:5][C:6](=[O:18])[NH:7][C:8]=1[S:9][C:10]1[CH:15]=[C:14]([CH3:16])[CH:13]=[C:12]([CH3:17])[CH:11]=1)[CH3:2].[CH3:20][O:21][C:22]1[CH:23]=[C:24]([CH:27]=[C:28]([O:30][CH3:31])[CH:29]=1)[CH2:25]Br>>[CH3:31][O:30][C:28]1[CH:27]=[C:24]([CH:23]=[C:22]([O:21][CH3:20])[CH:29]=1)[CH2:25][N:7]1[C:8]([S:9][C:10]2[CH:11]=[C:12]([CH3:17])[CH:13]=[C:14]([CH3:16])[CH:15]=2)=[C:3]([CH2:1][CH3:2])[C:4](=[O:19])[NH:5][C:6]1=[O:18]. Procedure: 5-Ethyl-6-(3,5-dimethylphenyl)thio-2,4-pyrimidinedione and 3,5-dimethoxybenzyl bromide were reacted by the same way with the example 1 to obtain the titled compound (252 mg, yield: 59.1%). Reactants: CC1=NN2C(C=CC=C2)=C1C(=O)O (2-methylpyrazolo[1,5-a]pyridine-3-carboxylic acid), [I,I-Bis(trifluoroacetoxy)iodo]benzene, BrN1C(CCC1=O)=O (N-Bromosuccinimide). Conditions: temperature 60 celsius, time 30 minute. Product: BrC=1C(=NN2C1C=CC=C2)C (3-bromo-2-methylpyrazolo[1,5-a]pyridine). RXN SMILES: [CH3:1][C:2]1[C:10](C(O)=O)=[C:5]2[CH:6]=[CH:7][CH:8]=[CH:9][N:4]2[N:3]=1.[Br:14]N1C(=O)CCC1=O>>[Br:14][C:10]1[C:2]([CH3:1])=[N:3][N:4]2[CH:9]=[CH:8][CH:7]=[CH:6][C:5]=12. Reported procedure: To a solution of ethyl 2-methylpyrazolo[1,5-a]pyridine-3-carboxylate (5.6 g, 24 mmol) in methanol (40 mL, 1000 mmol) was added aqueous sodium hydroxide solution (5.0 mL, 8 M) and the mixture heated to 4° C. for 60 h. The reaction was allowed to cool, hydrochloric acid (5.0 mL, 12 M) and water (150 mL) was added to give a colorless precipitate. The solid was filtered, washed with water and dried in a vacuum oven to give crude 2-methylpyrazolo[1,5-a]pyridine-3-carboxylic acid, 2.63 g. A suspension...